Dataset: the Open Reaction Database (ORD), a public repository of structured organic reaction records. Task: describe an organic reaction: reactants, conditions, products, and yield Reactants: NC=1N=NC=CN1 (3-amino-1,2,4-triazine), BrCC(C(=O)OCC)=O (ethyl bromopyruvate). Solvent: C(C)O (ethanol). Yields the product C(C)OC(=O)C=1C=NC=2N(N1)C=CN2 (Imidazo[1,2-b][1,2,4]triazine-carboxylic acid ethyl ester). The yield is 1.8%. RXN SMILES: [NH2:1][C:2]1[N:3]=[N:4][CH:5]=[CH:6][N:7]=1.Br[CH2:9][C:10](=O)[C:11]([O:13][CH2:14][CH3:15])=[O:12]>C(O)C>[CH2:14]([O:13][C:11]([C:10]1[CH:9]=[N:1][C:2]2[N:4]([CH:5]=[CH:6][N:7]=2)[N:3]=1)=[O:12])[CH3:15]. Procedure: A solution of 3-amino-1,2,4-triazine (5.0 g, 52 mmol) and ethyl bromopyruvate (11 mL, 88 mmol) in ethanol (50 mL) was heated to reflux for 20 minutes. The reaction was cooled to room temperature, and then partitioned between 200 mL of EtOAc and 200 mL of water. The layers were separated, and the organic layer was dried over MgSO4. The solids were removed by filtration, and then the solvent was removed by rotary evaporation. The residue was purified by chromatography (90 g SiO2, 50 to 70% EtOAc i... The reactants are NCC1CC=2C(=C3C=CC(NC3=C(C2)C)=O)O1 (2-Aminomethyl-5-methyl-2,3,6,7-tetrahydrofuro[2,3-f]quinoline-7-one), N#CBr (cyanogen bromide). The solvent is O1CCCC1 (tetrahydrofuran). Run at temperature 40 celsius, time 4 hour. Product: C(#N)NCC1CC=2C(=C3C=CC(NC3=C(C2)C)=O)O1 (2-Cyanoaminomethyl-5-methyl-2,3,6,7-tetrahydrofuro[2,3-f]quinoline-7-one). Yield: 38.5%. Reaction SMILES: [NH2:1][CH2:2][CH:3]1[O:17][C:6]2=[C:7]3[C:12](=[C:13]([CH3:15])[CH:14]=[C:5]2[CH2:4]1)[NH:11][C:10](=[O:16])[CH:9]=[CH:8]3.[N:18]#[C:19]Br>O1CCCC1>[C:19]([NH:1][CH2:2][CH:3]1[O:17][C:6]2=[C:7]3[C:12](=[C:13]([CH3:15])[CH:14]=[C:5]2[CH2:4]1)[NH:11][C:10](=[O:16])[CH:9]=[CH:8]3)#[N:18]. Reported procedure: 2-Aminomethyl-5-methyl-2,3,6,7-tetrahydrofuro[2,3-f]quinoline-7-one (1.0 g, 4.34 mmol) was dissolved in tetrahydrofuran (120 ml), to which cyanogen bromide (2.76 g, 26 mmol) was added and the mixture was stirred at 40° C. for 4 hours. After completion of the reaction, the precipitated crystals were collected by filtration, and washed with water. As a result, 0.427 g of the title compound was obtained as yellow crystals (38.5%). Recrystallization from chloroform-methanol yielded the title compoun... Starting materials: CCN=C=NCCCN(C)C, CC#N, Cl, O=C(O)c1ccc(F)c2ccccc12, NC(Cc1cccc(C(F)(F)F)c1)C(O)c1ccc(F)cc1, O, On1nnc2ccccc21. Product: O=C(NC(Cc1cccc(C(F)(F)F)c1)C(O)c1ccc(F)cc1)c1ccc(F)c2ccccc12. As a reaction SMILES: [CH2:38]([N:39]=[C:40]=[N:41][CH2:42][CH2:43][CH2:44][N:45]([CH3:46])[CH3:47])[CH3:48].[CH3:59][C:60]#[N:61].[ClH:37].[F:23][c:24]1[cH:25][cH:26][c:27]([C:34](=[O:35])[OH:36])[c:28]2[cH:29][cH:30][cH:31][cH:32][c:33]12.[NH2:1][CH:2]([CH:3]([OH:4])[c:5]1[cH:6][cH:7][c:8]([F:11])[cH:9][cH:10]1)[CH2:12][c:13]1[cH:14][c:15]([C:19]([F:20])([F:21])[F:22])[cH:16][cH:17][cH:18]1.[OH2:62].[OH:49][n:50]1[c:51]2[cH:52][cH:53][cH:54][cH:55][c:56]2[n:57][n:58]1>>[NH:1]([CH:2]([CH:3]([OH:4])[c:5]1[cH:6][cH:7][c:8]([F:11])[cH:9][cH:10]1)[CH2:12][c:13]1[cH:14][c:15]([C:19]([F:20])([F:21])[F:22])[cH:16][cH:17][cH:18]1)[C:34]([c:27]1[cH:26][cH:25][c:24]([F:23])[c:33]2[c:28]1[cH:29][cH:30][cH:31][cH:32]2)=[O:35]. The reactants are C(Cl)(Cl)Cl (chloroform), CC(C)(OC(=O)N[C@H](C(CN(C(=O)N1[C@H](C(=O)OCC2=CC=CC=C2)CCC1)C)=O)CC1=CC=CC=C1)C (1-[[[(S)-3-[[(1,1-dimethylethoxy)carbonyl]amino]-2-oxo-4-phenylbutyl]methylamino]carbonyl]-L-proline, phenylmethyl ester), Cl.C(C)(=O)OCC (hydrochloric acid ethyl acetate), N1[C@H](C(=O)OCC2=CC=CC=C2)CCC1 (L-proline, phenylmethyl ester). Solvent: C(C)(=O)O (acetic acid), CO (methanol). Product: N[C@H](C(CN(C(=O)N1[C@H](C(=O)OCC2=CC=CC=C2)CCC1)C)=O)CC1=CC=CC=C1 (1-[[[(S)-3-Amino-2-oxo-4-phenylbutyl]methylamino]carbonyl]-L-proline, phenylmethyl ester). RXN SMILES: CC(C)(OC([NH:7][C@@H:8]([CH2:31][C:32]1[CH:37]=[CH:36][CH:35]=[CH:34][CH:33]=1)[C:9](=[O:30])[CH2:10][N:11]([CH3:29])[C:12]([N:14]1[CH2:28][CH2:27][CH2:26][C@H:15]1[C:16]([O:18][CH2:19][C:20]1[CH:25]=[CH:24][CH:23]=[CH:22][CH:21]=1)=[O:17])=[O:13])=O)C.Cl.C(OCC)(=O)C.N1CCC[C@H]1C(OCC1C=CC=CC=1)=O.C(Cl)(Cl)Cl>C(O)(=O)C.CO>[NH2:7][C@@H:8]([CH2:31][C:32]1[CH:37]=[CH:36][CH:35]=[CH:34][CH:33]=1)[C:9](=[O:30])[CH2:10][N:11]([CH3:29])[C:12]([N:14]1[CH2:28][CH2:27][CH2:26][C@H:15]1[C:16]([O:18][CH2:19][C:20]1[CH:21]=[CH:22][CH:23]=[CH:24][CH:25]=1)=[O:17])=[O:13] |f:1.2|. Procedure details: A solution of 1-[[[(S)-3-[[(1,1-dimethylethoxy)carbonyl]amino]-2-oxo-4-phenylbutyl]methylamino]carbonyl]-L-proline, phenylmethyl ester (7.12 g., 13.6 mmole) is stirred in a saturated solution of hydrochloric acid/ethyl acetate for one hour. The resulting precipitate is collected and washed with ethyl acetate to give 5.63 g. of 1-[[(S)-3-amino-2-oxo-4-phenylbutyl]methylamino]carbonyl]-L-proline, phenylmethyl ester; m.p. 174°-175°; [α]D25 =+16.20°. TLC (silica gel; chloroform:methanol:acetic acid,... Reactants: COC1=CC(C2C3CCC(C12)O3)=O (5-methoxy-10-oxa-tricyclo[5.2.1.0*2,6*]dec-4-en-3-one), [N+](=O)([O-])[O-].[NH4+].[Ce] (cerium ammonium nitrate), II (iodine). The solvent is S(=O)(=O)([O-])S(=O)[O-].[Na+].[Na+] (sodium metabisulphite). Reaction conditions: temperature 40 celsius, time 2 hour. Product: IC=1C(C2C3CCC(C2C1OC)O3)=O (4-Iodo-5-methoxy-10-oxa-tricyclo[5.2.1.0*2,6*]dec-4-en-3-one). The yield is 84.6%. RXN SMILES: [CH3:1][O:2][C:3]1[CH:11]2[CH:6]([CH:7]3[O:12][CH:10]2[CH2:9][CH2:8]3)[C:5](=[O:13])[CH:4]=1.[N+]([O-])([O-])=O.[NH4+].[Ce].[I:20]I>S(S([O-])=O)([O-])(=O)=O.[Na+].[Na+]>[I:20][C:4]1[C:5](=[O:13])[CH:6]2[CH:11]([C:3]=1[O:2][CH3:1])[CH:10]1[O:12][CH:7]2[CH2:8][CH2:9]1 |f:1.2.3,5.6.7|. Procedure details: A flask is charged with 5-methoxy-10-oxa-tricyclo[5.2.1.0*2,6*]dec-4-en-3-one (3.96 g, 22 mmol), cerium ammonium nitrate (13.3 g, 24.2 mmol) and iodine (6.73 mg, 26.5 mmol) and then purged with nitrogen. Anhydrous acetonitrile (120 ml) is added, and the reaction heated to 40° C., with stirring for 2 hours. The crude reaction mixture is poured onto a saturated aqueous solution of sodium metabisulphite (250 ml) and extracted with dichloromethane (2×250 ml). The combined organics are dried over mag... The solvent is CC(=O)C (acetone). The product is CC1(OC[C@@H](O1)[C@@H]2[C@H]3[C@@H](C(O2)O)OC(O3)(C)C)C (2,3:5,6-di-O-isopropylidene-D-mannofuranose). RXN SMILES: [O:1]=[CH:2][C@H:3]([C@H:5]([C@@H:7]([C@@H:9]([CH2:11][OH:12])[OH:10])[OH:8])[OH:6])[OH:4].S(=O)(=O)(O)O.C(=O)([O-])[O-].[Na+].[Na+]>CC(C)=O>[CH3:2][C:3]1([CH3:5])[O:4][C@@H:3]([C@H:5]2[O:6][CH:11]([OH:12])[C@H:9]3[O:10][C:9]([CH3:11])([CH3:7])[O:8][C@@H:7]23)[CH2:2][O:1]1 |f:2.3.4|. Reactants: O=C[C@@H](O)[C@@H](O)[C@H](O)[C@H](O)CO (D-mannose), C([O-])([O-])=O.[Na+].[Na+] (sodium carbonate), S(O)(O)(=O)=O (sulfuric acid), O=C[C@@H](O)[C@@H](O)[C@H](O)[C@H](O)CO (D-mannose). Isolated yield 44.3%. Reported procedure: A mixture of 50 g. of D-mannose, 1,500 ml. of anhydrous acetone and 35 ml. of concentrated sulfuric acid was agitated. D-mannose was completely dissolved after 2 to 3 hours to give a light yellow solution. The reaction mixture was then neutralized with anhydrous sodium carbonate. After filtering the reaction mixture, small amounts of active carbon and anhydrous sodium carbonate were added to the filtrate, and it was refluxed for 1 hour and was again filtered. The filtrate was concentrated to giv... Starting materials: Cc1cc(Nc2ncnc3cccc(F)c23)ccc1O, NCCO. The product is Cc1cc(Nc2ncnc3cccc(OCCN)c23)ccc1O. RXN SMILES: [F:5][c:6]1[c:7]2[c:8]([NH:16][c:17]3[cH:18][c:19]([CH3:24])[c:20]([OH:23])[cH:21][cH:22]3)[n:9][cH:10][n:11][c:12]2[cH:13][cH:14][cH:15]1.[NH2:1][CH2:2][CH2:3][OH:4]>>[NH2:1][CH2:2][CH2:3][O:4][c:6]1[c:7]2[c:8]([NH:16][c:17]3[cH:18][c:19]([CH3:24])[c:20]([OH:23])[cH:21][cH:22]3)[n:9][cH:10][n:11][c:12]2[cH:13][cH:14][cH:15]1.